Dataset: the Open Reaction Database (ORD), a public repository of structured organic reaction records. Task: describe an organic reaction: reactants, conditions, products, and yield Reactants: C(C)(C)(C)OC(NC1=C(C=C(C(=C1)N(C)C)I)[N+](=O)[O-])=O ((5-dimethylamino-4-iodo-2-nitro-phenyl)-carbamic acid tert.-butyl ester), FC1=C(C=CC=C1F)B(O)O (2,3-difluorophenylboronic acid). Yields the product C(C)(C)(C)OC(NC1=CC(=C(C=C1[N+](=O)[O-])C1=C(C(=CC=C1)F)F)N(C)C)=O ((2-Dimethylamino-2′,3′-difluoro-5-nitro-biphenyl-4-yl)-carbamic acid tert.-butyl ester), solid. RXN SMILES: [C:1]([O:5][C:6](=[O:21])[NH:7][C:8]1[CH:13]=[C:12]([N:14]([CH3:16])[CH3:15])[C:11](I)=[CH:10][C:9]=1[N+:18]([O-:20])=[O:19])([CH3:4])([CH3:3])[CH3:2].[F:22][C:23]1[C:28]([F:29])=[CH:27][CH:26]=[CH:25][C:24]=1B(O)O>>[C:1]([O:5][C:6](=[O:21])[NH:7][C:8]1[C:9]([N+:18]([O-:20])=[O:19])=[CH:10][C:11]([C:27]2[CH:26]=[CH:25][CH:24]=[C:23]([F:22])[C:28]=2[F:29])=[C:12]([N:14]([CH3:16])[CH3:15])[CH:13]=1)([CH3:4])([CH3:3])[CH3:2]. Procedure: The title compound was prepared from (5-dimethylamino-4-iodo-2-nitro-phenyl)-carbamic acid tert.-butyl ester (Example C2) and 2,3-difluorophenylboronic acid according to the general procedure D. Obtained as a yellow solid (3.096 g).